Task: describe an organic reaction: reactants, conditions, products, and yield. Dataset: the Open Reaction Database (ORD), a public repository of structured organic reaction records Starting materials: C(#N)C=1C=C2C(NC(=NC2=CC1)C(=O)NCC1=CC(=CC=C1)NC(CCC1=NN(C=N1)C(C1=CC=CC=C1)(C1=CC=CC=C1)C1=CC=CC=C1)=O)=O (6-cyano-4-oxo-N-{[3-({3-[1-(triphenylmethyl)-1H-1,2,4-triazol-3-yl]propanoyl}amino)phenyl]methyl}-3,4-dihydroquinazoline-2-carboxamide), C(#N)C=1C=C2C(NC(=NC2=CC1)C(=O)NCC1=CC(=CC=C1)NC(=O)C1=NN(C=N1)C(C1=CC=CC=C1)(C1=CC=CC=C1)C1=CC=CC=C1)=O (6-cyano-4-oxo-N-{[3-({[1-(triphenylmethyl)-1H-1,2,4-triazol-3-yl]carbonyl}amino)phenyl]methyl}-3,4-dihydroquinazoline-2-carboxamide). The product is C(#N)C=1C=C2C(NC(=NC2=CC1)C(=O)NCC1=CC(=CC=C1)NC(=O)C1=NNC=N1)=O (6-cyano-4-oxo-N-({3-[(1H-1,2,4-triazol-3-ylcarbonyl)amino]phenyl}methyl)-3,4-dihydroquinazoline-2-carboxamide), powder. Isolated yield 95.0%. As a reaction SMILES: C(C1C=C2C(=CC=1)N=C(C(NCC1C=CC=C(NC(=O)CCC3N=CN(C(C4C=CC=CC=4)(C4C=CC=CC=4)C4C=CC=CC=4)N=3)C=1)=O)NC2=O)#N.[C:53]([C:55]1[CH:56]=[C:57]2[C:62](=[CH:63][CH:64]=1)[N:61]=[C:60]([C:65]([NH:67][CH2:68][C:69]1[CH:74]=[CH:73][CH:72]=[C:71]([NH:75][C:76]([C:78]3[N:82]=[CH:81][N:80](C(C4C=CC=CC=4)(C4C=CC=CC=4)C4C=CC=CC=4)[N:79]=3)=[O:77])[CH:70]=1)=[O:66])[NH:59][C:58]2=[O:102])#[N:54]>>[C:53]([C:55]1[CH:56]=[C:57]2[C:62](=[CH:63][CH:64]=1)[N:61]=[C:60]([C:65]([NH:67][CH2:68][C:69]1[CH:74]=[CH:73][CH:72]=[C:71]([NH:75][C:76]([C:78]3[N:82]=[CH:81][NH:80][N:79]=3)=[O:77])[CH:70]=1)=[O:66])[NH:59][C:58]2=[O:102])#[N:54]. Procedure details: By a method similar to that in Step 2 of Example 32 and using, instead of 6-cyano-4-oxo-N-{[3-({3-[1-(triphenylmethyl)-1H-1,2,4-triazol-3-yl]propanoyl}amino)phenyl]methyl}-3,4-dihydroquinazoline-2-carboxamide, 6-cyano-4-oxo-N-{[3-({[1-(triphenylmethyl)-1H-1,2,4-triazol-3-yl]carbonyl}amino)phenyl]methyl}-3,4-dihydroquinazoline-2-carboxamide, the title compound was obtained as a white powder (355 mg, 95%).